From a dataset of the Open Reaction Database (ORD), a public repository of structured organic reaction records. describe an organic reaction: reactants, conditions, products, and yield The reactants are C(C)OC(=O)C=1C(C=2C=C3C(=NC2N(C1)C)C(=C(C(=C3)F)F)F)=O (3-ethoxycarbonyl-7,8,9-trifluoro-1-methyl-4-oxo-1,4-dihydrobenzo[b][1,8]naphthyridine), FC1=CC=C(C=C1)C1NCCNC1 ((RS)-2-(4-fluorophenyl)piperazine). Product: N1=CC=CC2=CC=CN=C12 ([1,8]naphthyridine), C(C)OC(=O)C=1C(C=2C=C3C(=NC2N(C1)C)C(=C(C(=C3)F)N3CC(NCC3)C3=CC=C(C=C3)F)F)=O ((RS)-3-ethoxycarbonyl-7,9-difluoro-8-[3-(4-fluorophenyl)-1-piperazinyl]-1-methyl-4-oxo-1,4-dihydrobenzo[b][1,8]naphthyridine). The yield is 142.2%. Reaction SMILES: [CH2:1]([O:3][C:4]([C:6]1[C:7](=[O:24])[C:8]2[CH:9]=[C:10]3[CH:20]=[C:19]([F:21])[C:18](F)=[C:17]([F:23])[C:11]3=[N:12][C:13]=2[N:14]([CH3:16])[CH:15]=1)=[O:5])[CH3:2].[F:25][C:26]1[CH:31]=[CH:30][C:29]([CH:32]2[CH2:37][NH:36][CH2:35][CH2:34][NH:33]2)=[CH:28][CH:27]=1>>[N:12]1[C:13]2[C:8](=[CH:7][CH:6]=[CH:15][N:14]=2)[CH:9]=[CH:10][CH:11]=1.[CH2:1]([O:3][C:4]([C:6]1[C:7](=[O:24])[C:8]2[CH:9]=[C:10]3[CH:20]=[C:19]([F:21])[C:18]([N:36]4[CH2:35][CH2:34][NH:33][CH:32]([C:29]5[CH:30]=[CH:31][C:26]([F:25])=[CH:27][CH:28]=5)[CH2:37]4)=[C:17]([F:23])[C:11]3=[N:12][C:13]=2[N:14]([CH3:16])[CH:15]=1)=[O:5])[CH3:2]. Reported procedure: (RS)-3-Ethoxycarbonyl-7,9-difluoro-8-[3-(4-fluorophenyl)-1-piperazinyl]-1-methyl-4-oxo -1,4-dihydrobenzo[9 [1,8]naphthyridine was prepared under the conditions of Example 39, but starting with 3-ethoxycarbonyl-7,8,9-trifluoro-1-methyl-4-oxo-1,4-dihydrobenzo[b][1,8]naphthyridine (2 g) and (RS)-2-(4-fluorophenyl)piperazine (4 g). After 1 recrystallization in a mixture of dimethylformamide (3.5 cc) and ethanol (31.5 cc), (RS)-3-ethoxycarbonyl-7,9-difluoro-8-[3-(4-fluorophenyl)-1-piperazinyl]-1-meth... Starting materials: BrC=1C=C(CNC(OC(C)(C)C)=O)C=CC1 (tert-butyl 3-bromobenzylcarbamate), C1(CC1)B(O)O (cyclopropyl boronic acid), P(=O)([O-])([O-])[O-].[K+].[K+].[K+] (potassium phosphate), C1(CCCCC1)P(C1CCCCC1)C1CCCCC1 (tricyclohexyl phosphine). Reagents/catalysts: C(C)(=O)[O-].[Pd+2].C(C)(=O)[O-] (palladium acetate). Run in O (Water), C1(=CC=CC=C1)C (toluene), O (water). Conditions: temperature 100 celsius. Product: C1(CC1)C=1C=C(CNC(OC(C)(C)C)=O)C=CC1 (tert-butyl 3-cyclopropylbenzylcarbamate). Yield: 93.0%. Reaction SMILES: Br[C:2]1[CH:3]=[C:4]([CH:14]=[CH:15][CH:16]=1)[CH2:5][NH:6][C:7](=[O:13])[O:8][C:9]([CH3:12])([CH3:11])[CH3:10].[CH:17]1(B(O)O)[CH2:19][CH2:18]1.P([O-])([O-])([O-])=O.[K+].[K+].[K+].C1(P(C2CCCCC2)C2CCCCC2)CCCCC1>C1(C)C=CC=CC=1.O.C([O-])(=O)C.[Pd+2].C([O-])(=O)C>[CH:17]1([C:2]2[CH:3]=[C:4]([CH:14]=[CH:15][CH:16]=2)[CH2:5][NH:6][C:7](=[O:13])[O:8][C:9]([CH3:12])([CH3:11])[CH3:10])[CH2:19][CH2:18]1 |f:2.3.4.5,9.10.11|. Reported procedure: To a solution of tert-butyl 3-bromobenzylcarbamate (572 mg, 2 mmol), cyclopropyl boronic acid (223 mg, 2.6 mmol), potassium phosphate (1.49 g, 7.0 mmol) and tricyclohexyl phosphine (56 mg, 0.2 mmol) in toluene (9 mL) and water (0.45 mL) under a nitrogen atmosphere was added palladium acetate (22 mg, 0.1 mmol). The mixture was heated at 100° C. for 3 h and then cooled to rt. Water (20 mL) was added and the mixture extracted with EtOAc (2×30 mL), the combined organic extracts were washed with brin... The reactants are C(C)(C)(C)OC(=O)N1[C@@H](C(=O)O)C[C@H](C1)C#N ((4R)-1-(tert-Butoxycarbonyl)-4-cyano-D-proline), C(C)(C)(C)OC(=O)N1[C@H](C(=O)O)C[C@H](C1)CN ((4S)-1-(tert-Butoxycarbonyl)-4-(aminomethyl)-L-proline). Yields the product C(C)(C)(C)OC(=O)N1[C@@H](C(=O)O)C[C@@H](C1)CN ((4R)-1-(tert-Butoxycarbonyl)-4-(aminomethyl)-D-proline). The yield is 95.0%. As a reaction SMILES: [C:1]([O:5][C:6]([N:8]1[CH2:15][C@H:14]([C:16]#[N:17])[CH2:13][C@@H:9]1[C:10]([OH:12])=[O:11])=[O:7])([CH3:4])([CH3:3])[CH3:2].C(OC(N1C[C@H](CN)C[C@H]1C(O)=O)=O)(C)(C)C>>[C:1]([O:5][C:6]([N:8]1[CH2:15][C@@H:14]([CH2:16][NH2:17])[CH2:13][C@@H:9]1[C:10]([OH:12])=[O:11])=[O:7])([CH3:4])([CH3:3])[CH3:2]. Procedure details: Cyano acid 28 (650 mg, 2.7 mmol) was hydrogenated as for the synthesis of 12, and the produce was crystallized from water/ethanol/ether to give 630 mg (95% yield), m.p.=187°-189° C. (decomposition). 1H NMR (D2O) δ 1.40/1.44 (2s, 9H), 1.62 (m, 1H). 2.55 (m, 2H), 3.13 (m, 2H), 3.75 (m, 2H), 4.10 (m, 1H). Anal. (C11H20N2O4). Reactants: C1CCOC1, CO, COC(=O)c1ccc(C(N)=O)cc1, [Li+], [OH-], O. Reaction SMILES: [CH2:19]1[O:20][CH2:21][CH2:22][CH2:23]1.[CH3:16][OH:17].[CH3:3][O:4][C:5]([c:6]1[cH:7][cH:8][c:9]([C:10](=[O:11])[NH2:12])[cH:13][cH:14]1)=[O:15].[Li+:2].[OH-:1].[OH2:18]>>[O:4]=[C:5]([c:6]1[cH:7][cH:8][c:9]([C:10](=[O:11])[NH2:12])[cH:13][cH:14]1)[OH:15]. The product is NC(=O)c1ccc(C(=O)O)cc1.